Dataset: the Open Reaction Database (ORD), a public repository of structured organic reaction records. Task: describe an organic reaction: reactants, conditions, products, and yield Starting materials: C(C)(C)(C)N1C(=O)C=2C=[N+](C(=CC2C1=O)C)[O-] (N-tert-butyl-6-methylpyridine-3,4-dicarboximide-1-oxide), P(=O)(Cl)(Cl)Cl (phosphorus oxychloride). Reaction conditions: time 3 hour. The product is C(C)(C)(C)N1C(=O)C=2C=NC(=CC2C1=O)CCl (N-tert-butyl-6-chloromethylpyridine-3,4-dicarboximide). RXN SMILES: [C:1]([N:5]1[C:14](=[O:15])[C:13]2[CH:12]=[C:11]([CH3:16])[N+:10]([O-])=[CH:9][C:8]=2[C:6]1=[O:7])([CH3:4])([CH3:3])[CH3:2].P(Cl)(Cl)([Cl:20])=O>>[C:1]([N:5]1[C:14](=[O:15])[C:13]2[CH:12]=[C:11]([CH2:16][Cl:20])[N:10]=[CH:9][C:8]=2[C:6]1=[O:7])([CH3:4])([CH3:3])[CH3:2]. Procedure details: 31.5 g of N-tert-butyl-6-methylpyridine-3,4-dicarboximide-1-oxide from 6.004 are added a little at a time to 300 ml of phosphorus oxychloride, and the mixture is heated stepwise until it refluxes and is stirred for 3 hours. The reaction mixture is evaporated down under reduced pressure, the residue is taken up in methylene chloride and the solution is stirred into ice water. The organic phase is washed several times with water, dried, filtered over alumina and evaporated down under reduced press... Reactants: BrC1CCC1 (Bromocyclobutane), O=S1(N=C2N(CC1)C=CC=C2C2=CC=C(C=C2)O)=O (4-(2,2-dioxido-3,4-dihydropyrido[2,1-c][1,2,4]thiadiazin-9-yl)phenol), C([O-])([O-])=O.[K+].[K+] (potassium carbonate), BrC1CCC1 (bromocyclobutane), [OH-].[Na+] (sodium hydroxide). Solvent: CS(=O)C (DMSO), C1CCOC1 (THF), C(C)(=O)OCC (ethyl acetate). Run at temperature 130 celsius, time 1 hour. Product: C1(CCC1)OC1=CC=C(C=C1)C1=CC=CN2C1=NS(CC2)(=O)=O (9-[4-(cyclobutyloxy)phenyl]-3,4-dihydropyrido[2,1-c][1,2,4]thiadiazine 2,2-dioxide). Isolated yield 20.0%. RXN SMILES: [O:1]=[S:2]1(=[O:19])[CH2:7][CH2:6][N:5]2[CH:8]=[CH:9][CH:10]=[C:11]([C:12]3[CH:17]=[CH:16][C:15]([OH:18])=[CH:14][CH:13]=3)[C:4]2=[N:3]1.C(=O)([O-])[O-].[K+].[K+].Br[CH:27]1[CH2:30][CH2:29][CH2:28]1.[OH-].[Na+]>CS(C)=O.C1COCC1.C(OCC)(=O)C>[CH:27]1([O:18][C:15]2[CH:16]=[CH:17][C:12]([C:11]3[C:4]4=[N:3][S:2](=[O:1])(=[O:19])[CH2:7][CH2:6][N:5]4[CH:8]=[CH:9][CH:10]=3)=[CH:13][CH:14]=2)[CH2:30][CH2:29][CH2:28]1 |f:1.2.3,5.6|. Procedure: A mixture of 4-(2,2-dioxido-3,4-dihydropyrido[2,1-c][1,2,4]thiadiazin-9-yl)phenol (300 mg), potassium carbonate (390 mg) and bromocyclobutane (191 mg) in DMSO (5 mL) was stirred at 130° C. for 1 hr. Bromocyclobutane (100 mg) was added, and the mixture was stirred at room temperature overnight. 0.5N Aqueous sodium hydroxide solution, ethyl acetate and THF were added and the mixture was extracted. The extract was washed with water and saturated brine, dried over anhydrous sodium sulfate, and the s... Reactants: Cc1c(C)c2c(c(C)c1OC(=O)OCC1(CO)COC(c3ccccc3)OC1)CCC(C)(CCCC(C)CCCC(C)CCCC(C)C)O2, C, CC(=O)O, [Pd]. The product is Cc1c(C)c2c(c(C)c1OC(=O)OCC(CO)(CO)CO)CCC(C)(CCCC(C)CCCC(C)CCCC(C)C)O2. As a reaction SMILES: [C:1]([O:2][CH2:3][C:4]1([CH2:16][OH:17])[CH2:5][O:6][CH:7]([c:10]2[cH:11][cH:12][cH:13][cH:14][cH:15]2)[O:8][CH2:9]1)([O:18][c:19]1[c:20]([CH3:48])[c:21]2[c:26]([c:27]([CH3:30])[c:28]1[CH3:29])[O:25][C:24]([CH2:31][CH2:32][CH2:33][CH:34]([CH2:35][CH2:36][CH2:37][CH:38]([CH2:39][CH2:40][CH2:41][CH:42]([CH3:43])[CH3:44])[CH3:45])[CH3:46])([CH3:47])[CH2:23][CH2:22]2)=[O:49].[C:54].[CH3:50][C:51](=[O:52])[OH:53].[Pd:55]>>[C:1]([O:2][CH2:3][C:4]([CH2:5][OH:6])([CH2:9][OH:8])[CH2:16][OH:17])([O:18][c:19]1[c:20]([CH3:48])[c:21]2[c:26]([c:27]([CH3:30])[c:28]1[CH3:29])[O:25][C:24]([CH2:31][CH2:32][CH2:33][CH:34]([CH2:35][CH2:36][CH2:37][CH:38]([CH2:39][CH2:40][CH2:41][CH:42]([CH3:43])[CH3:44])[CH3:45])[CH3:46])([CH3:47])[CH2:23][CH2:22]2)=[O:49]. Starting materials: C([O-])([O-])=O.[Na+].[Na+] (sodium carbonate), ClC=1C=C2C(=CNC2=CC1)CCNC(C1=CC=C(C=C1)I)=O (N-(2-(5-chloro-1H-indol-3-yl)ethyl)-4-iodobenzamide), OC1=CC=C(C=C1)B(O)O (4-hydroxyphenylboronic acid). The reagents and catalysts are C=1C=CC(=CC1)[P](C=2C=CC=CC2)(C=3C=CC=CC3)[Pd]([P](C=4C=CC=CC4)(C=5C=CC=CC5)C=6C=CC=CC6)([P](C=7C=CC=CC7)(C=8C=CC=CC8)C=9C=CC=CC9)[P](C=1C=CC=CC1)(C=1C=CC=CC1)C=1C=CC=CC1 (tetrakis(triphenylphosphine)palladium). The solvent is C(OC)COC (dimethoxyethane), O (water). The product is eluent, ClC=1C=C2C(=CNC2=CC1)CCNC(=O)C1=CC=C(C=C1)C1=CC=C(C=C1)O (N-(2-(5-chloro-1H-indol-3-yl)ethyl)-4′-hydroxybiphenyl-4-carboxamide). Isolated yield 24.7%. As a reaction SMILES: [Cl:1][C:2]1[CH:3]=[C:4]2[C:8](=[CH:9][CH:10]=1)[NH:7][CH:6]=[C:5]2[CH2:11][CH2:12][NH:13][C:14](=[O:22])[C:15]1[CH:20]=[CH:19][C:18](I)=[CH:17][CH:16]=1.[OH:23][C:24]1[CH:29]=[CH:28][C:27](B(O)O)=[CH:26][CH:25]=1.C(=O)([O-])[O-].[Na+].[Na+]>C(COC)OC.O.C1C=CC([P]([Pd]([P](C2C=CC=CC=2)(C2C=CC=CC=2)C2C=CC=CC=2)([P](C2C=CC=CC=2)(C2C=CC=CC=2)C2C=CC=CC=2)[P](C2C=CC=CC=2)(C2C=CC=CC=2)C2C=CC=CC=2)(C2C=CC=CC=2)C2C=CC=CC=2)=CC=1>[Cl:1][C:2]1[CH:3]=[C:4]2[C:8](=[CH:9][CH:10]=1)[NH:7][CH:6]=[C:5]2[CH2:11][CH2:12][NH:13][C:14]([C:15]1[CH:20]=[CH:19][C:18]([C:27]2[CH:28]=[CH:29][C:24]([OH:23])=[CH:25][CH:26]=2)=[CH:17][CH:16]=1)=[O:22] |f:2.3.4,^1:49,51,70,89|. Reported procedure: N-(2-(5-chloro-1H-indol-3-yl)ethyl)-4′-hydroxybiphenyl-4-carboxamide was prepared according to method B with N-(2-(5-chloro-1H-indol-3-yl)ethyl)-4-iodobenzamide (0.075 g; 0.176 mmol), 4-hydroxyphenylboronic acid (0.024 g; 0.177 mmol), tetrakis(triphenylphosphine)palladium (0.010 g; 0.009 mmol), sodium carbonate (0.037 g; 0.353 mmol), in dimethoxyethane (3 mL) and water (1 mL), irradiated in a microwave oven at 130° C. for 18 minutes. Flash chromatography on silica gel (eluent 10 to 80% ethyl ace...